This data is from the Open Reaction Database (ORD), a public repository of structured organic reaction records. The task is: describe an organic reaction: reactants, conditions, products, and yield The reactants are aqueous solution, [OH-].[Na+] (sodium hydroxide), C(CCCCCCCCCCC)Br (n-dodecyl bromide), Cl (hydrochloric acid), OC1=C(C=C(C=C1)O)Cl (4-hydroxy-3-chlorophenol). Run in C(C)O (ethanol). Yields the product C(CCCCCCCCCCC)OC1=C(C=C(C=C1)O)Cl (4-dodecyloxy-3-chlorophenol). The yield is 16.0%. Reaction SMILES: [OH:1][C:2]1[CH:7]=[CH:6][C:5]([OH:8])=[CH:4][C:3]=1[Cl:9].[OH-].[Na+].[CH2:12](Br)[CH2:13][CH2:14][CH2:15][CH2:16][CH2:17][CH2:18][CH2:19][CH2:20][CH2:21][CH2:22][CH3:23].Cl>C(O)C>[CH2:23]([O:1][C:2]1[CH:7]=[CH:6][C:5]([OH:8])=[CH:4][C:3]=1[Cl:9])[CH2:22][CH2:21][CH2:20][CH2:19][CH2:18][CH2:17][CH2:16][CH2:15][CH2:14][CH2:13][CH3:12] |f:1.2|. Procedure: In ethanol was dissolved 5.0 g of 4-hydroxy-3-chlorophenol, and an aqueous solution of 1.38 g of sodium hydroxide and 8.6 g of n-dodecyl bromide were added to the solution under reflux in a nitrogen atmosphere. The mixture was refluxed for 6 hours and cooled, and the thus-obtained solution was put into a 1N aqueous solution of hydrochloric acid and extracted with chloroform. The extract was washed with a saturated aqueous solution of sodium chloride, dehydrated on anhydrous magnesium sulfate and... Reactants: C1CCOC1, CCCCCN1C(=O)C(c2ccc3c(c2)OCO3)(C(C)C(=O)[O-])c2ccccc21, [Li+], [OH-], O, O. Product: CCCCCN1C(=O)C(CC(=O)O)(c2ccc3c(c2)OCO3)c2ccccc21. Reaction SMILES: [CH2:33]1[O:34][CH2:35][CH2:36][CH2:37]1.[CH3:1][CH:2]([C:3](=[O:4])[O-:5])[C:6]1([c:21]2[cH:22][c:23]3[c:24]([cH:28][cH:29]2)[O:25][CH2:26][O:27]3)[C:7](=[O:20])[N:8]([CH2:15][CH2:16][CH2:17][CH2:18][CH3:19])[c:9]2[cH:10][cH:11][cH:12][cH:13][c:14]21.[Li+:32].[OH-:31].[OH2:30].[OH2:38]>>[CH2:2]([C:3](=[O:4])[OH:5])[C:6]1([c:21]2[cH:22][c:23]3[c:24]([cH:28][cH:29]2)[O:25][CH2:26][O:27]3)[C:7](=[O:20])[N:8]([CH2:15][CH2:16][CH2:17][CH2:18][CH3:19])[c:9]2[cH:10][cH:11][cH:12][cH:13][c:14]21. The reactants are FC1=C(C=C(C(=C1)Cl)O)N1N=C(C(=C1C)[N+](=O)[O-])C (1-(2-fluoro-4-chloro-5-hydroxyphenyl)-3,5-dimethyl-4-nitropyrazole), [Br-] (bromide), C([O-])([O-])=O.[K+].[K+] (potassium carbonate), C(C)#N (acetonitrile). Run in C1(=CC=CC=C1)C (toluene). Run at temperature 60 celsius, time 2 hour. Product: FC1=C(C=C(C(=C1)Cl)OCC#C)N1N=C(C(=C1C)[N+](=O)[O-])C (1-(2-fluoro-4-chloro-5-propargyloxyphenyl)-3,5-dimethyl-4-nitropyrazole). RXN SMILES: [F:1][C:2]1[CH:7]=[C:6]([Cl:8])[C:5]([OH:9])=[CH:4][C:3]=1[N:10]1[C:14]([CH3:15])=[C:13]([N+:16]([O-:18])=[O:17])[C:12]([CH3:19])=[N:11]1.[Br-].[C:21](=O)([O-])[O-].[K+].[K+].[C:27](#N)[CH3:28]>C1(C)C=CC=CC=1>[F:1][C:2]1[CH:7]=[C:6]([Cl:8])[C:5]([O:9][CH2:21][C:27]#[CH:28])=[CH:4][C:3]=1[N:10]1[C:14]([CH3:15])=[C:13]([N+:16]([O-:18])=[O:17])[C:12]([CH3:19])=[N:11]1 |f:2.3.4|. Procedure details: A mixture of 1-(2-fluoro-4-chloro-5-hydroxyphenyl)-3,5-dimethyl-4-nitropyrazole (28.7 g), propargy bromide (13.1 g), anhydrous potassium carbonate (15.2 g) and acetonitrile (200 ml) was stirred at 60° C. for 2 hours. After cooling, the reaction mixture was filtered through a filter to remove crystalline solid matters and the filtrate was concentrated to a small volume under reduced pressure. The concentrated solution was admixed with toluene and water to form two layers. The toluene layer formed... Reactants: C(C)(=O)N[C@@]1([C@H](CCC1)CC=C)C(=O)NC(C)(C)C ((1S,2R)-1-acetamido-2-allyl-N-tert-butylcyclopentanecarboxamide), Ir2Cl2(COD)2, O (water), CC1(OBOC1(C)C)C (4,4,5,5-tetramethyl-[1,3,2]dioxaborolane). Reagents/catalysts: C1=CC=C(C=C1)P(CCP(C2=CC=CC=C2)C3=CC=CC=C3)C4=CC=CC=C4 (DiPhos). The solvent is C(Cl)Cl (methylene chloride). Run at time 30 minute. Yields the product C(C)(=O)N[C@@]1([C@H](CCC1)CCCB1OC(C(O1)(C)C)(C)C)C(=O)NC(C)(C)C ((1S,2S)-1-acetamido-N-tert-butyl-2-(3-(4,4,5,5-tetramethyl-1,3,2-dioxaborolan-2-yl)propyl)cyclopentanecarboxamide). The yield is 78.3%. RXN SMILES: [C:1]([NH:4][C@@:5]1([C:13]([NH:15][C:16]([CH3:19])([CH3:18])[CH3:17])=[O:14])[CH2:9][CH2:8][CH2:7][C@@H:6]1[CH2:10][CH:11]=[CH2:12])(=[O:3])[CH3:2].[CH3:20][C:21]1([CH3:28])[C:25]([CH3:27])([CH3:26])[O:24][BH:23][O:22]1.O>C(Cl)Cl.C1C=CC(P(C2C=CC=CC=2)CCP(C2C=CC=CC=2)C2C=CC=CC=2)=CC=1>[C:1]([NH:4][C@@:5]1([C:13]([NH:15][C:16]([CH3:19])([CH3:18])[CH3:17])=[O:14])[CH2:9][CH2:8][CH2:7][C@@H:6]1[CH2:10][CH2:11][CH2:12][B:23]1[O:24][C:25]([CH3:27])([CH3:26])[C:21]([CH3:28])([CH3:20])[O:22]1)(=[O:3])[CH3:2]. Procedure details: A stirred solution of (1S,2R)-1-acetamido-2-allyl-N-tert-butylcyclopentanecarboxamide (0.599 g, 2.25 mmol) in anhydrous methylene chloride (9 mL) under nitrogen was treated with Ir2Cl2(COD)2 (45 mg, 0.07 mmol) and DiPhos (54 mg, 0.136 mmol) and stirred at room temperature for 30 min. 4,4,5,5-tetramethyl-[1,3,2]dioxaborolane (0.65 mL, 4.48 mmol) was added dropwise and the solution stirred at room temperature for 20 h. The reaction mixture was poured into water (20 mL) and extracted with ethyl ace... Starting materials: BrCCC1=CC=C(C=C1)C1=CC=C(C=C1)C(F)(F)F (4-(2-bromo-ethyl)-4′-trifluoromethyl-biphenyl), COC(COC1=C(C=C(C(=C1)OC)S)C)=O ((4-Mercapto-5-methoxy-2-methyl-phenoxy)-acetic acid methyl ester). The product is COC=1C(=CC(=C(OCC(=O)O)C1)C)SCCC1=CC=C(C=C1)C1=CC=C(C=C1)C(F)(F)F ({5-Methoxy-2-methyl-4-[2-(4′-trifluoromethyl-biphenyl-4-yl)-ethylsulfanyl]-phenoxy}-acetic acid). RXN SMILES: Br[CH2:2][CH2:3][C:4]1[CH:9]=[CH:8][C:7]([C:10]2[CH:15]=[CH:14][C:13]([C:16]([F:19])([F:18])[F:17])=[CH:12][CH:11]=2)=[CH:6][CH:5]=1.C[O:21][C:22](=[O:35])[CH2:23][O:24][C:25]1[CH:30]=[C:29]([O:31][CH3:32])[C:28]([SH:33])=[CH:27][C:26]=1[CH3:34]>>[CH3:32][O:31][C:29]1[C:28]([S:33][CH2:2][CH2:3][C:4]2[CH:9]=[CH:8][C:7]([C:10]3[CH:15]=[CH:14][C:13]([C:16]([F:19])([F:18])[F:17])=[CH:12][CH:11]=3)=[CH:6][CH:5]=2)=[CH:27][C:26]([CH3:34])=[C:25]([CH:30]=1)[O:24][CH2:23][C:22]([OH:35])=[O:21]. Procedure details: The title compound was prepared in the manner analogous to Example 22C using 4-(2-bromo-ethyl)-4′-trifluoromethyl-biphenyl and 1D. MS m/z 491 (M+1). The reactants are NC=1SC2=C(N1)C=CC(=C2)[N+](=O)[O-] (2-Amino-6-nitrobenzothiazole), COCC(=O)Cl (methoxyacetyl chloride). Solvent: N1=CC=CC=C1 (pyridine). Conditions: time 2 hour. Product: COCC(=O)NC=1SC2=C(N1)C=CC(=C2)[N+](=O)[O-] (2-(methoxyacetylamino)-6-nitrobenzothiazole). Reaction SMILES: [NH2:1][C:2]1[S:3][C:4]2[CH:10]=[C:9]([N+:11]([O-:13])=[O:12])[CH:8]=[CH:7][C:5]=2[N:6]=1.[CH3:14][O:15][CH2:16][C:17](Cl)=[O:18]>N1C=CC=CC=1>[CH3:14][O:15][CH2:16][C:17]([NH:1][C:2]1[S:3][C:4]2[CH:10]=[C:9]([N+:11]([O-:13])=[O:12])[CH:8]=[CH:7][C:5]=2[N:6]=1)=[O:18]. Procedure details: 2-Amino-6-nitrobenzothiazole (5.9 g) is dissolved in pyridine (100 ml) and thereto is added dropwise methoxyacetyl chloride (3.0 ml) at room temperature. After the mixture is stirred at room temperature for 2 hours, the solvent is distilled off. The resulting solids are washed with water, then with diethyl ether, dried and recrystallized from ethanol to give the title compound (5.1 g) having the following physical properties. The reactants are CCO, CC(C)N1CCN(COC(=O)c2ccc([N+](=O)[O-])cc2)CC1. Yields the product CC(C)N1CCN(COC(=O)c2ccc(N)cc2)CC1. As a reaction SMILES: [CH3:23][CH2:24][OH:25].[CH:1]([CH3:2])([CH3:3])[N:4]1[CH2:5][CH2:6][N:7]([CH2:10][O:11][C:12](=[O:13])[c:14]2[cH:15][cH:16][c:17]([N+:20]([O-:21])=[O:22])[cH:18][cH:19]2)[CH2:8][CH2:9]1>>[CH:1]([CH3:2])([CH3:3])[N:4]1[CH2:5][CH2:6][N:7]([CH2:10][O:11][C:12](=[O:13])[c:14]2[cH:15][cH:16][c:17]([NH2:20])[cH:18][cH:19]2)[CH2:8][CH2:9]1.